Dataset: the Open Reaction Database (ORD), a public repository of structured organic reaction records. Task: describe an organic reaction: reactants, conditions, products, and yield Yield: 79.0%. Reaction SMILES: [NH:1]1[CH2:8][CH2:7][CH2:6][C@H:2]1[C:3]([OH:5])=[O:4].[Li].OC1C=CC=CN=1.[C:17](=O)([O-:34])[O:18][C:19]1([C:30](C)(C)C)[C:24](Cl)=C(Cl)C(Cl)=C(Cl)[CH:20]1Cl.Cl>[OH-].[Na+].O.C(Cl)(Cl)Cl.CN(C)C=O>[C:19]([O:18][C:17]([N:1]1[CH2:8][CH2:7][CH2:6][C@H:2]1[C:3]([OH:5])=[O:4])=[O:34])([CH3:30])([CH3:24])[CH3:20] |f:5.6,^1:8|. Reaction conditions: time 3 hour. Run in [OH-].[Na+] (sodium hydroxide), C(Cl)(Cl)Cl (chloroform), O (water), CN(C=O)C (dimethylformamide), C(Cl)(Cl)Cl (chloroform), O (water). The reactants are Cl (hydrochloric acid), N1[C@H](C(=O)O)CCC1 (L-proline), C(OC1(C(C(=C(C(=C1Cl)Cl)Cl)Cl)Cl)C(C)(C)C)([O-])=O (t-butylpentachlorophenyl carbonate), [Li] (lithium), OC1=NC=CC=C1 (2-hydroxypyridine). Product: C(C)(C)(C)OC(=O)N1[C@H](C(=O)O)CCC1 (t-butyloxycarbonyl-L-proline). Procedure: 11.5 g. of L-proline is dissolved in 4N sodium hydroxide, and 100 ml. of dimethylformamide, 50 ml. of chloroform, 10.1 g. of the lithium salt of 2-hydroxypyridine and 36.6 g. of t-butylpentachlorophenyl carbonate are added thereto. The solution is stirred at room temperature for three hours, after which 100 ml. of chloroform and 200 ml. of water are added. After shaking, the water layer is acidified to a pH of 2 with 1N hydrochloric acid, and extracted with 200 ml. of ethyl acetate. The product ... Reactants: CC(C)(C)OC(=O)N1CCC(N)CC1, CCN(C(C)C)C(C)C, CC#N, Cc1cc(Cl)nc(Cl)n1. Product: Cc1cc(NC2CCN(C(=O)OC(C)(C)C)CC2)nc(Cl)n1. Reaction SMILES: [C:10]([CH3:11])([CH3:12])([CH3:13])[O:14][C:15](=[O:16])[N:17]1[CH2:18][CH2:19][CH:20]([NH2:23])[CH2:21][CH2:22]1.[CH2:24]([N:25]([CH:26]([CH3:27])[CH3:28])[CH:29]([CH3:30])[CH3:31])[CH3:32].[CH3:33][C:34]#[N:35].[Cl:1][c:2]1[n:3][c:4]([CH3:9])[cH:5][c:6]([Cl:8])[n:7]1>>[Cl:1][c:2]1[n:3][c:4]([CH3:9])[cH:5][c:6]([NH:23][CH:20]2[CH2:19][CH2:18][N:17]([C:15]([O:14][C:10]([CH3:11])([CH3:12])[CH3:13])=[O:16])[CH2:22][CH2:21]2)[n:7]1.